This data is from the Open Reaction Database (ORD), a public repository of structured organic reaction records. The task is: describe an organic reaction: reactants, conditions, products, and yield Reactants: NC=1SC=2N=C(N=CC2N1)N(C=1C=C(C=CC1)NC(C1=CC(=CC=C1)C(C)(C)C#N)=O)C (N-{3-[(2-amino[1,3]thiazolo[5,4-d]pyrimidin-5-yl)(methyl)amino]phenyl}-3-(1-cyano-1-methylethyl)benzamide), C(C=CC1=CC=CC=C1)(=O)Cl (cinnamoyl chloride), C(O)([O-])=O.[Na+] (sodium hydrogen carbonate). Solvent: N1=CC=CC=C1 (pyridine). Run at time 1 hour. Yields the product C(#N)C(C)(C)C=1C=C(C(=O)NC2=CC(=CC=C2)N(C=2N=CC3=C(N2)SC(=N3)NC(\C=C\C3=CC=CC=C3)=O)C)C=CC1 (3-(1-cyano-1-methylethyl)-N-{3-[methyl(2-{[(2E)-3-phenylprop-2-enoyl]amino}[1,3]thiazolo[5,4-d]pyrimidin-5-yl)amino]phenyl}benzamide). Yield: 77.4%. RXN SMILES: [NH2:1][C:2]1[S:3][C:4]2[N:5]=[C:6]([N:11]([CH3:32])[C:12]3[CH:13]=[C:14]([NH:18][C:19](=[O:31])[C:20]4[CH:25]=[CH:24][CH:23]=[C:22]([C:26]([C:29]#[N:30])([CH3:28])[CH3:27])[CH:21]=4)[CH:15]=[CH:16][CH:17]=3)[N:7]=[CH:8][C:9]=2[N:10]=1.[C:33](Cl)(=[O:42])[CH:34]=[CH:35][C:36]1[CH:41]=[CH:40][CH:39]=[CH:38][CH:37]=1.C(=O)([O-])O.[Na+]>N1C=CC=CC=1>[C:29]([C:26]([C:22]1[CH:21]=[C:20]([CH:25]=[CH:24][CH:23]=1)[C:19]([NH:18][C:14]1[CH:15]=[CH:16][CH:17]=[C:12]([N:11]([CH3:32])[C:6]2[N:7]=[CH:8][C:9]3[N:10]=[C:2]([NH:1][C:33](=[O:42])/[CH:34]=[CH:35]/[C:36]4[CH:41]=[CH:40][CH:39]=[CH:38][CH:37]=4)[S:3][C:4]=3[N:5]=2)[CH:13]=1)=[O:31])([CH3:27])[CH3:28])#[N:30] |f:2.3|. Procedure details: To a solution of N-{3-[(2-amino[1,3]thiazolo[5,4-d]pyrimidin-5-yl)(methyl)amino]phenyl}-3-(1-cyano-1-methylethyl)benzamide (150 mg, 338 μmol) produced in Example D5(i) in pyridine (4 mL) was added cinnamoyl chloride (141 mg, 845 μmol), and the mixture was stirred at room temperature for 1 hr. To the reaction mixture was added saturated aqueous sodium hydrogen carbonate solution (15 mL), and the mixture was extracted with ethyl acetate (20L, 5 mL). The combined organic layer was washed with satur... Starting materials: C(C1=CC=CC=C1)OC1=CC=C2C(NC=NC2=C1)=O (7-(Benzyloxy)quinazolin-4(3H)-one), S(=O)(Cl)Cl (thionyl chloride). Run in CN(C)C=O (N,N′-dimethylformamide). Run at temperature 80 celsius. The product is C(C1=CC=CC=C1)OC1=CC=C2C(=NC=NC2=C1)Cl (7-(benzyloxy)-4-chloroquinazoline). The yield is 89.0%. Reaction SMILES: [CH2:1]([O:8][C:9]1[CH:18]=[C:17]2[C:12]([C:13](=O)[NH:14][CH:15]=[N:16]2)=[CH:11][CH:10]=1)[C:2]1[CH:7]=[CH:6][CH:5]=[CH:4][CH:3]=1.S(Cl)([Cl:22])=O>CN(C=O)C>[CH2:1]([O:8][C:9]1[CH:18]=[C:17]2[C:12]([C:13]([Cl:22])=[N:14][CH:15]=[N:16]2)=[CH:11][CH:10]=1)[C:2]1[CH:7]=[CH:6][CH:5]=[CH:4][CH:3]=1. Reported procedure: 7-(Benzyloxy)quinazolin-4(3H)-one (5 g, 19.8 mmol) was treated with thionyl chloride (50 mL) and anhydrous N,N′-dimethylformamide (0.5 mL) and heated to 80° C. for 1.5h. The solvent was removed under reduced pressure and the residue dissolved in dichloromethane, cooled to 0° C. and the pH adjusted to basic (pH=8) with a saturated solution of sodium bicarbonate. The organic layer was separated, the water extracted with ethyl acetate and the organics combined, dried (MgSO4) and concentrated under ... Reactants: [OH-].[K+] (KOH), C(C)(C)(C)OC(=O)N1[C@@H](CC1)CO ((S)-1-t-butoxycarbonyl-2-azetidinemethanol), C(C)(=O)OCC1=CC=C(C=N1)O (6-acetyloxymethyl-3-hydroxypyridine), C1(=CC=CC=C1)P(C1=CC=CC=C1)C1=CC=CC=C1 (triphenylphosphine), CCOC(=O)/N=N/C(=O)OCC (DEAD). Run in CO (methanol), TBF. Yields the product OCC1=CC=C(C=N1)OC[C@H]1N(CC1)C(=O)OC(C)(C)C (6-Hydroxymethyl-3-((1-t-butoxycarbonyl-2-(S)-azetidinyl)methoxy)pyridine). Yield: 13.0%. Reaction SMILES: [C:1]([O:5][C:6]([N:8]1[CH2:11][CH2:10][C@H:9]1[CH2:12][OH:13])=[O:7])([CH3:4])([CH3:3])[CH3:2].C([O:17][CH2:18][C:19]1[N:24]=[CH:23][C:22](O)=[CH:21][CH:20]=1)(=O)C.C1(P(C2C=CC=CC=2)C2C=CC=CC=2)C=CC=CC=1.CCOC(/N=N/C(OCC)=O)=O.[OH-].[K+]>CO>[OH:17][CH2:18][C:19]1[N:24]=[CH:23][C:22]([O:13][CH2:12][C@@H:9]2[CH2:10][CH2:11][N:8]2[C:6]([O:5][C:1]([CH3:4])([CH3:3])[CH3:2])=[O:7])=[CH:21][CH:20]=1 |f:4.5|. Procedure details: A sample of (S)-1-t-butoxycarbonyl-2-azetidinemethanol (1.64 g, 8.18 mmol) and 1.05 g (6.29 mmol) of 6-acetyloxymethyl-3-hydroxypyridine, prepared as described by Deady and Dayhe, Aust. J. Chem., 2565:36 (1983), were reacted with triphenylphosphine (540 mg, 2.06 mmol) and DEAD (0.33 mL, 2.06 mmol) in TBF (25 mL) according to the procedure of Example 2a. The product was stirred in methanol (4 mL) containing KOH (450 mg) at room temperature for 4 hours, then neutralized and concentrated. The resid... Isolated yield 101.9%. Yields the product C(C)(=O)N1CCC2=CC(=CC(=C12)C(=O)N)CC(C)NCCOC1=C(C=CC=C1)OCC (1-acetyl-5-[2-[2-(2-ethoxyphenoxy)ethylamino]propyl]indoline-7-carboxamide). Procedure: To a mixture of trifluoroacetic acid (0.2 ml) and methylene chloride (0.2! ml) was added a solution of 1-acetyl-5-[2-[N-tert-butoxycarbonyl-2-(2-ethoxyphenoxy)ethylamino]propyl]indoline-7-carboxamide (40 mg) in methylene chloride (0.2 ml) with stirring under ice cooling, and the mixture was stirred at room temperature for 1.5 hours. To the reaction mixture was added a saturated aqueous sodium bicarbonate solution, and the mixture was extracted with methylene chloride. The extract was dried over ... Run in C(Cl)Cl (methylene chloride), C(Cl)Cl (methylene chloride). As a reaction SMILES: FC(F)(F)C(O)=O.[C:8]([N:11]1[C:19]2[C:14](=[CH:15][C:16]([CH2:23][CH:24]([N:26]([CH2:34][CH2:35][O:36][C:37]3[CH:42]=[CH:41][CH:40]=[CH:39][C:38]=3[O:43][CH2:44][CH3:45])C(OC(C)(C)C)=O)[CH3:25])=[CH:17][C:18]=2[C:20]([NH2:22])=[O:21])[CH2:13][CH2:12]1)(=[O:10])[CH3:9].C(=O)(O)[O-].[Na+]>C(Cl)Cl>[C:8]([N:11]1[C:19]2[C:14](=[CH:15][C:16]([CH2:23][CH:24]([NH:26][CH2:34][CH2:35][O:36][C:37]3[CH:42]=[CH:41][CH:40]=[CH:39][C:38]=3[O:43][CH2:44][CH3:45])[CH3:25])=[CH:17][C:18]=2[C:20]([NH2:22])=[O:21])[CH2:13][CH2:12]1)(=[O:10])[CH3:9] |f:2.3|. The reactants are FC(C(=O)O)(F)F (trifluoroacetic acid), C(C)(=O)N1CCC2=CC(=CC(=C12)C(=O)N)CC(C)N(C(=O)OC(C)(C)C)CCOC1=C(C=CC=C1)OCC (1-acetyl-5-[2-[N-tert-butoxycarbonyl-2-(2-ethoxyphenoxy)ethylamino]propyl]indoline-7-carboxamide), C([O-])(O)=O.[Na+] (sodium bicarbonate). The reactants are C1=CC=CC=2C3=CC=CC=C3NC12 (Carbazole), C(C=C)#N (acrylonitrile), CO (methanol). Solvent: C1(=CC=CC=C1)C (toluene). Conditions: time 1 hour. Yields the product C(#N)CCN1C2=CC=CC=C2C=2C=CC=CC12 (9-(2-Cyanoethyl)carbazole). Yield: 42.0%. Reaction SMILES: [CH:1]1[C:13]2[NH:12][C:11]3[C:6](=[CH:7][CH:8]=[CH:9][CH:10]=3)[C:5]=2[CH:4]=[CH:3][CH:2]=1.[C:14](#[N:17])[CH:15]=[CH2:16].CO>C1(C)C=CC=CC=1>[C:14]([CH2:15][CH2:16][N:12]1[C:11]2[CH:10]=[CH:9][CH:8]=[CH:7][C:6]=2[C:5]2[C:13]1=[CH:1][CH:2]=[CH:3][CH:4]=2)#[N:17]. Reported procedure: Carbazole (8.0 g) was suspended in 100 ml of toluene, and 4 ml of acrylonitrile and subsequently 0.5 ml of Triton B were added to the suspension, whereby the suspension was solidified. Then, the reaction mixture was allowed to stand for one hour, and methanol was added thereto, followed by filtration to give 4.41 g (42%) of the product as a white solid. The reactants are NN1C(NC(C1)=O)=O (1-amino-2,4-dioxoimidazolidine), C(=O)(Cl)Cl (phosgene). Solvent: O1CCCC1 (tetrahydrofuran), O1CCCC1 (tetrahydrofuran). Reaction conditions: time 3 hour. Product: ClC(=O)NN1C(NC(C1)=O)=O (1-(chlorocarbonylamino)-2,4-dioxoimidazolidine). Reaction SMILES: [NH2:1][N:2]1[CH2:6][C:5](=[O:7])[NH:4][C:3]1=[O:8].[C:9](Cl)([Cl:11])=[O:10]>O1CCCC1>[Cl:11][C:9]([NH:1][N:2]1[CH2:6][C:5](=[O:7])[NH:4][C:3]1=[O:8])=[O:10]. Reported procedure: 11.5 g. (0.1 mol.) of 1-amino-2,4-dioxoimidazolidine are thoroughly stirred into 150 ml. of absolute tetrahydrofuran. A solution of 15 g. (0.15 mol.) of phosgene in 25 ml. of absolute tetrahydrofuran is added dropwise at 0°-5° over 20 minutes. The mixture is then stirred for 3 hours at room temperature. An almost clear solution results. This is filtered and the solvent is evaporated in vacuum. The oily residue crystallizes on trituration with petroleum ether to obtain 1-(chlorocarbonylamino)-2,4... The product is COC1=CC=C(C=C1)C(OC[C@@H]([C@@H](C)O)CN1C(NC(C(=C1)C)=O)=O)(C1=CC=CC=C1)C1=CC=C(C=C1)OC ((2S,3R)-1-(Bis(4-methoxyphenyl)(phenyl)methoxy)-2-((3,4-dihydro-5-methyl-2,4-dioxopyrimidin-1(2H)-yl)methyl)butan-3-ol). The solvent is N1=CC=CC=C1 (pyridine). Reaction SMILES: [CH3:1][C:2]1[C:3](=[O:16])[NH:4][C:5](=[O:15])[N:6]([CH2:8][C@H:9]([C@H:12]([OH:14])[CH3:13])[CH2:10][OH:11])[CH:7]=1.[C:17](Cl)([C:34]1[CH:39]=[CH:38][CH:37]=[CH:36][CH:35]=1)([C:26]1[CH:33]=[CH:32][C:29]([O:30][CH3:31])=[CH:28][CH:27]=1)[C:18]1[CH:25]=[CH:24][C:21]([O:22][CH3:23])=[CH:20][CH:19]=1>N1C=CC=CC=1>[CH3:31][O:30][C:29]1[CH:28]=[CH:27][C:26]([C:17]([C:18]2[CH:19]=[CH:20][C:21]([O:22][CH3:23])=[CH:24][CH:25]=2)([C:34]2[CH:39]=[CH:38][CH:37]=[CH:36][CH:35]=2)[O:11][CH2:10][C@H:9]([CH2:8][N:6]2[CH:7]=[C:2]([CH3:1])[C:3](=[O:16])[NH:4][C:5]2=[O:15])[C@H:12]([OH:14])[CH3:13])=[CH:33][CH:32]=1. Starting materials: CC=1C(NC(N(C1)C[C@@H](CO)[C@@H](C)O)=O)=O ((2S,3R)-2-((3,4-Dihydro-5-methyl-2,4-dioxopyrimidin-1(2H)-yl)methyl)butane-1.3-diol), C(C1=CC=C(OC)C=C1)(C1=CC=C(OC)C=C1)(C1=CC=CC=C1)Cl (DMTCl). Conditions: time 5 hour. Isolated yield 68.9%. Procedure: To a stirred solution of 33 (0.6 g. 2.6 mmol) in 20 ml of anhydrous pyridine was added 0.9 g (2.66 mmol) of DMTCl. After being stirred at room temperature for 5 hrs the reaction was quenched with methanol (3 ml), concentrated and portioned between 10% citric acid and ethyl acetate. The organic phase was washed with saturated NaCl, dried over Na2SO4 and concentrated in vacuo to a solid foam. The crude product was chromatographed on silica eluting with ethyl acetate to afford 0.95 g (69%) of 34 as... Reactants: [H][H] (hydrogen), [H][H] (hydrogen), C(C)(C)(C)C1=C(C=CC=C1)OCC(CC)O (1-(2-tertbutylphenyloxy)-2-butanol), C(C)(C)O (isopropanol). Reagents/catalysts: [Pd] (palladium). Run in O (water). The product is C(C)(C)(C)C1C(CCCC1)OCC(CC)O (1-(2-tert-butylcyclohexyloxy)-2-butanol), product. The yield is 74.0%. As a reaction SMILES: [C:1]([C:5]1[CH:10]=[CH:9][CH:8]=[CH:7][C:6]=1[O:11][CH2:12][CH:13]([OH:16])[CH2:14][CH3:15])([CH3:4])([CH3:3])[CH3:2].C(O)(C)C.[H][H]>[Pd].O>[C:1]([CH:5]1[CH2:10][CH2:9][CH2:8][CH2:7][CH:6]1[O:11][CH2:12][CH:13]([OH:16])[CH2:14][CH3:15])([CH3:4])([CH3:3])[CH3:2]. Procedure: To a 500 ml autoclave, 50 g (0.23 mol) of 1-(2-tertbutylphenyloxy)-2-butanol, 150 g of isopropanol and 1.0 g of 5 weight % palladium catalyst supported on active carbon containing 50 weight % water (produced by N. E. Chemcat Co.) were added, and the mixture obtained was reacted at 190° C. at a hydrogen pressure of 70 kg/cm2 for 27 hours until absorption of hydrogen had stopped. After the reaction was finished, the catalyst was filtered to remove it, and the reacted solution was distilled and 38.... Reaction SMILES: [C:27].[CH2:1]([c:2]1[cH:3][cH:4][cH:5][cH:6][cH:7]1)[O:8][c:9]1[c:10]2[cH:11][c:12]([C:19](=[O:20])[O:21][CH2:22][CH3:23])[n:13]([CH3:18])[c:14]2[cH:15][cH:16][cH:17]1.[CH3:24][CH2:25][OH:26].[Pd:28]>>[OH:8][c:9]1[c:10]2[cH:11][c:12]([C:19](=[O:20])[O:21][CH2:22][CH3:23])[n:13]([CH3:18])[c:14]2[cH:15][cH:16][cH:17]1. The product is CCOC(=O)c1cc2c(O)cccc2n1C. Starting materials: C, CCOC(=O)c1cc2c(OCc3ccccc3)cccc2n1C, CCO, [Pd].